Task: describe an organic reaction: reactants, conditions, products, and yield. Dataset: the Open Reaction Database (ORD), a public repository of structured organic reaction records The reactants are NC1=C(C(=C(C2=C1C(C=C(O2)C2=CC(=C(C=C2)NC(C(C)(C)C)=O)F)=O)F)C)F (5-amino-6,8-difluoro-2-(3-fluoro-4-pivaloylaminophenyl)-7-methyl-4H-1-benzopyran-4-one), CN(C=O)C (dimethylformamide), [H-].[Na+] (sodium hydride), ICCCCCC (1-iodohexane). Run in O (Water). Reaction conditions: time 20 hour. Yields the product FC=1C(=C(C2=C(C(C=C(O2)C2=CC(=C(C=C2)NC(C(C)(C)C)=O)F)=O)C1NCCCCCC)F)C (6,8-difluoro-2-(3-fluoro-4-pivaloylaminophenyl)-5-(1-hexylamino)-7-methyl-4H-1-benzopyran-4-one). Isolated yield 53.3%. RXN SMILES: [NH2:1][C:2]1[C:7]2[C:8](=[O:26])[CH:9]=[C:10]([C:12]3[CH:17]=[CH:16][C:15]([NH:18][C:19](=[O:24])[C:20]([CH3:23])([CH3:22])[CH3:21])=[C:14]([F:25])[CH:13]=3)[O:11][C:6]=2[C:5]([F:27])=[C:4]([CH3:28])[C:3]=1[F:29].CN(C)C=O.[H-].[Na+].I[CH2:38][CH2:39][CH2:40][CH2:41][CH2:42][CH3:43]>O>[F:29][C:3]1[C:4]([CH3:28])=[C:5]([F:27])[C:6]2[O:11][C:10]([C:12]3[CH:17]=[CH:16][C:15]([NH:18][C:19](=[O:24])[C:20]([CH3:23])([CH3:22])[CH3:21])=[C:14]([F:25])[CH:13]=3)=[CH:9][C:8](=[O:26])[C:7]=2[C:2]=1[NH:1][CH2:38][CH2:39][CH2:40][CH2:41][CH2:42][CH3:43] |f:2.3|. Procedure: 653 mg (1.62 mmol) of the above 5-amino-6,8-difluoro-2-(3-fluoro-4-pivaloylaminophenyl)-7-methyl-4H-1-benzopyran-4-one was dissolved ion 20 mL of dimethylformamide under argon atmosphere, 200 mg (5.00 mmol) of sodium hydride (60% oil dispersion) and 0.48 mL (3.2 mmol) of 1-iodohexane were added under ice-cooling and the mixture was stirred at room temperature for 20 hours. Water was added to the reaction solution and the mixture was extracted twice with ethyl acetate. The organic layer was washe...